Dataset: the Open Reaction Database (ORD), a public repository of structured organic reaction records. Task: describe an organic reaction: reactants, conditions, products, and yield Starting materials: ClC1=CC=C(C=C1)S(=O)(=O)N1C2C=3C=NNC3C(C1CCC2)=O (12-(4-chloro-benzenesulfonyl)-4,5,12-triaza-tricyclo[6.3.1.02,6]dodeca-2(6),3-dien-7-one), [BH4-].[Na+] (NaBH4). Solvent: CO.C1CCOC1 (MeOH THF). The product is ClC1=CC=C(C=C1)S(=O)(=O)N1C2C=3C=NNC3C(C1CCC2)O (12-(4-chloro-benzenesulfonyl)-4,5,12-triaza-tricyclo[6.3.1.02,6]dodeca-2(6),3-dien-7-ol). Isolated yield 77.7%. RXN SMILES: [Cl:1][C:2]1[CH:7]=[CH:6][C:5]([S:8]([N:11]2[CH:19]3[CH2:20][CH2:21][CH2:22][CH:12]2[C:13]2[CH:14]=[N:15][NH:16][C:17]=2[C:18]3=[O:23])(=[O:10])=[O:9])=[CH:4][CH:3]=1.[BH4-].[Na+]>CO.C1COCC1>[Cl:1][C:2]1[CH:7]=[CH:6][C:5]([S:8]([N:11]2[CH:19]3[CH2:20][CH2:21][CH2:22][CH:12]2[C:13]2[CH:14]=[N:15][NH:16][C:17]=2[CH:18]3[OH:23])(=[O:10])=[O:9])=[CH:4][CH:3]=1 |f:1.2,3.4|. Procedure: To a solution of 12-(4-chloro-benzenesulfonyl)-4,5,12-triaza-tricyclo[6.3.1.02,6]dodeca-2(6),3-dien-7-one (58 mg, 0.16 mmol) in 2:1 MeOH/THF (3 mL) was added NaBH4 (12 mg, 0.33 mmol) in portions. After sixteen hours the reaction was quenched with half saturated KHSO4 and then diluted with EtOAc and water. The separated organic phase was washed with water (10 mL), brine (10 mL), dried over MgSO4 filtered and concentrated to yield 12-(4-chloro-benzenesulfonyl)-4,5,12-triaza-tricyclo[6.3.1.02,6]dod...